describe an organic reaction: reactants, conditions, products, and yield From a dataset of the Open Reaction Database (ORD), a public repository of structured organic reaction records. The reactants are C[C@H]([C@H]1[C@@H](O1)C2=CC=CC=C2)C3C/C=C/C(=O)N[C@@H](C(=O)NCC(C(=O)O[C@H](C(=O)O3)CC(C)C)(C)C)CC4=CC(=C(C=C4)OC)Cl (Cryptophycin 53), C1(=CC=CC=C1)P(C1=CC=CC=C1)(C1=CC=CC=C1)=S (triphenylphosphine sulfide), C([O-])(O)=O.[Na+] (sodium bicarbonate), FC(C(=O)O)(F)F (trifluoroacetic acid). Solvent: C1=CC=CC=C1 (benzene), C1=CC=CC=C1 (benzene). Run at time 6 hour. The product is CC1CNC(=O)C(NC(=O)/C=C/CC(OC(=O)C(OC1=O)CC(C)C)C(C)C2C(O2)C3=CC=CC=C3)CC4=CC(=C(C=C4)OC)Cl (Cryptophycin). Isolated yield 41.4%. Reaction SMILES: [CH3:1][C@@H:2]([CH:12]1[O:31][C:29](=[O:30])[C@H:28]([CH2:32][CH:33]([CH3:35])[CH3:34])[O:27][C:25](=[O:26])[C:24](C)([CH3:36])[CH2:23][NH:22][C:20](=[O:21])[C@@H:19]([CH2:38][C:39]2[CH:44]=[CH:43][C:42]([O:45][CH3:46])=[C:41]([Cl:47])[CH:40]=2)[NH:18][C:16](=[O:17])[CH:15]=[CH:14][CH2:13]1)[C@@H:3]1[O:5][C@H:4]1[C:6]1[CH:11]=[CH:10][CH:9]=[CH:8][CH:7]=1.C1(P(=S)(C2C=CC=CC=2)C2C=CC=CC=2)C=CC=CC=1.FC(F)(F)C(O)=O.C(=O)(O)[O-].[Na+]>C1C=CC=CC=1>[CH3:36][CH:24]1[C:25](=[O:26])[O:27][CH:28]([CH2:32][CH:33]([CH3:34])[CH3:35])[C:29](=[O:30])[O:31][CH:12]([CH:2]([CH:3]2[O:5][CH:4]2[C:6]2[CH:7]=[CH:8][CH:9]=[CH:10][CH:11]=2)[CH3:1])[CH2:13][CH:14]=[CH:15][C:16](=[O:17])[NH:18][CH:19]([CH2:38][C:39]2[CH:44]=[CH:43][C:42]([O:45][CH3:46])=[C:41]([Cl:47])[CH:40]=2)[C:20](=[O:21])[NH:22][CH2:23]1 |f:3.4|. Procedure: To a solution of Cryptophycin 53 (5 mg, 0.007 mmol) in 0.5 mL of dry benzene was added triphenylphosphine sulfide (4 mg, 0.014 mmol) followed by 0.65 μL of trifluoroacetic acid as a solution in dry benzene (100 μl). The solution was allowed to stir at room temperature for 6 h, neutralized with sodium bicarbonate, filtered and evaporated. The residue was partitioned between water and CH2Cl2. The CH2Cl2 -soluble material was purified by reversed-phase HPLC on C18 using 4:1 MeCN/H2O to obtain pure ... Starting materials: C1(CC1)NC(=O)C=1C=CC(=C(C1)C=1C=C2C=NN=C(C2=CC1)C1CCN(CC1)C(=O)OC(C)(C)C)C (Tert-butyl 4-(6-(5-(cyclopropylcarbamoyl)-2-methylphenyl)phthalazin-1-yl)piperidine-1-carboxylate), Br (HBr). The solvent is CO (methanol). Run at time 1 hour. Product: C1(CC1)NC(C1=CC(=C(C=C1)C)C=1C=C2C=NN=C(C2=CC1)C1CCNCC1)=O (N-cyclopropyl-4-methyl-3-(1-(piperidin-4-yl)phthalazin-6-yl)benzamide). As a reaction SMILES: [CH:1]1([NH:4][C:5]([C:7]2[CH:8]=[CH:9][C:10]([CH3:36])=[C:11]([C:13]3[CH:14]=[C:15]4[C:20](=[CH:21][CH:22]=3)[C:19]([CH:23]3[CH2:28][CH2:27][N:26](C(OC(C)(C)C)=O)[CH2:25][CH2:24]3)=[N:18][N:17]=[CH:16]4)[CH:12]=2)=[O:6])[CH2:3][CH2:2]1.Br>CO>[CH:1]1([NH:4][C:5](=[O:6])[C:7]2[CH:8]=[CH:9][C:10]([CH3:36])=[C:11]([C:13]3[CH:14]=[C:15]4[C:20](=[CH:21][CH:22]=3)[C:19]([CH:23]3[CH2:28][CH2:27][NH:26][CH2:25][CH2:24]3)=[N:18][N:17]=[CH:16]4)[CH:12]=2)[CH2:2][CH2:3]1. Procedure: 0.42 g of Tert-butyl 4-(6-(5-(cyclopropylcarbamoyl)-2-methylphenyl)phthalazin-1-yl)piperidine-1-carboxylate was dissolved in 2 mL methanol, treated with 1 mL 48% HBr at RT and stirred for 1 h. The mixture was quenched with 20 mL 10% Na2CO3 and extracted with dichloromethane (3×50 mL). The combined organic layers were dried over anhydrous Na2SO4 and concentrated in vacuo. The crude product was purified by silica gel chromatography, eluting with 10% -20% 2 M ammonia methanol/dichloromethane to giv... The reactants are BrC=1C(=NC=C(C(=O)NC2=CC=C(C=C2)OC(F)(F)F)C1)NCCO (5-bromo-6-((2-hydroxyethyl)amino)-N-(4-(trifluoromethoxy)phenyl)nicotinamide), CC1=CC=C(C=N1)B(O)O ((6-methylpyridin-3-yl)boronic acid). Yields the product OCCNC1=NC=C(C=C1C=1C=NC(=CC1)C)C(=O)NC1=CC=C(C=C1)OC(F)(F)F (2-((2-Hydroxyethyl)amino)-6′-methyl-N-(4-(trifluoromethoxy)phenyl)-[3,3′-bipyridine]-5-carboxamide). As a reaction SMILES: Br[C:2]1[C:3]([NH:22][CH2:23][CH2:24][OH:25])=[N:4][CH:5]=[C:6]([CH:21]=1)[C:7]([NH:9][C:10]1[CH:15]=[CH:14][C:13]([O:16][C:17]([F:20])([F:19])[F:18])=[CH:12][CH:11]=1)=[O:8].[CH3:26][C:27]1[N:32]=[CH:31][C:30](B(O)O)=[CH:29][CH:28]=1>>[OH:25][CH2:24][CH2:23][NH:22][C:3]1[C:2]([C:30]2[CH:31]=[N:32][C:27]([CH3:26])=[CH:28][CH:29]=2)=[CH:21][C:6]([C:7]([NH:9][C:10]2[CH:15]=[CH:14][C:13]([O:16][C:17]([F:20])([F:19])[F:18])=[CH:12][CH:11]=2)=[O:8])=[CH:5][N:4]=1. Procedure details: The title compound was prepared in an analogous fashion to that described in Example 152 using 5-bromo-6-((2-hydroxyethyl)amino)-N-(4-(trifluoromethoxy)phenyl)nicotinamide (Stage 159.1) and (6-methylpyridin-3-yl)boronic acid. LC-MS (Condition 6) tR=0.87 min, m/z=433.0 [M+H]+. Reactants: BrCC1=CC=C(C=C1)Cl (1-bromomethyl-4-chlorobenzene), CC(CC(CC)=O)=O (hexane-2,4-dione), [H-].[Na+] (sodium hydride). The solvent is CN(C=O)C (N,N-dimethylformamide), Cl (hydrochloric acid), CN(C=O)C (N,N-dimethylformamide), CN(C=O)C (N,N-dimethylformamide). Reaction conditions: time 30 minute. Procedure details: A solution of hexane-2,4-dione (5.7 g) in N,N-dimethylformamide (20 mL) was added dropwise over a period of 15 minutes to a stirred suspension of sodium hydride (60% in oil, 2.2 g) in N,N-dimethylformamide (60 mL) at −5° C. The mixture was stirred a room temperature for 30 minutes and then a solution of 1-bromomethyl-4-chlorobenzene (11 g) in N,N-dimethylformamide (20 mL) was added dropwise over a period of 20 minutes. The resulting mixture Was stirred at room temperature for 17 hours and then d... As a reaction SMILES: [CH3:1][C:2](=[O:8])[CH2:3][C:4](=[O:7])[CH2:5][CH3:6].[H-].[Na+].Br[CH2:12][C:13]1[CH:18]=[CH:17][C:16]([Cl:19])=[CH:15][CH:14]=1>CN(C)C=O.Cl>[Cl:19][C:16]1[CH:17]=[CH:18][C:13]([CH2:12][CH:3]([C:4](=[O:7])[CH2:5][CH3:6])[C:2](=[O:8])[CH3:1])=[CH:14][CH:15]=1 |f:1.2|. Product: ClC1=CC=C(CC(C(C)=O)C(CC)=O)C=C1 (3-(4-chlorobenzyl)hexane-2,4-dione).